This data is from the Open Reaction Database (ORD), a public repository of structured organic reaction records. The task is: describe an organic reaction: reactants, conditions, products, and yield Reactants: C(CCC)[Li] (n-butyl lithium), cuprous iodide, cuprous iodide, CC(C)([O-])C.[Li+] (lithium t-butoxide), C1(CCCCC1)CCC(=O)Cl (3-cyclohexyl propionic acid chloride), C(C)(C)(C)[Li] (t-butyl lithium). Run in O1CCCC1 (tetrahydrofuran), C(CCC)O (butyl alcohol), O1CCCC1 (tetrahydrofuran), O1CCCC1 (tetrahydrofuran). Run at temperature 0 celsius, time 15 minute. Product: CC(C)(C(=O)CCC1CCCCC1)C (2,2-dimethyl-3-cyclohexylethyl propan-3-one). RXN SMILES: C([Li])CCC.CC(C)([O-])C.[Li+].[C:12]([Li])([CH3:15])([CH3:14])[CH3:13].[CH:17]1([CH2:23][CH2:24][C:25](Cl)=[O:26])[CH2:22][CH2:21][CH2:20][CH2:19][CH2:18]1>O1CCCC1.C(O)CCC>[CH3:13][C:12]([CH3:15])([C:25]([CH2:24][CH2:23][CH:17]1[CH2:22][CH2:21][CH2:20][CH2:19][CH2:18]1)=[O:26])[CH3:14] |f:1.2|. Reported procedure: Stage 1 of the preparation was carried out under an argon atmosphere. To a stirred solution of t butyl alcohol (4.92 g) in tetrahydrofuran (20 ml) at -30° C. was added dropwise n-butyl lithium (41.8 ml of 1.6 molar solution). The resultant lithium t-butoxide solution was allowed to warm to 0° C. and was added to a stirred solution of cuprous iodide (12.65 g) in tetrahydrofuran (50 ml). After about 15 minutes, the grey cuprous iodide was replaced by a beige solid, and the reaction mixture turned ... The reactants are CC#CCO, CC1CCCCC1c1nc(S(C)(=O)=O)ns1, CN(C)C=O, [H-], [Na+]. Yields the product CC#CCOc1nsc(C2CCCCC2C)n1. Reaction SMILES: [CH2:17]([C:18]#[C:19][CH3:20])[OH:21].[CH3:1][S:2](=[O:3])(=[O:4])[c:5]1[n:6][s:7][c:8]([CH:10]2[CH:11]([CH3:16])[CH2:12][CH2:13][CH2:14][CH2:15]2)[n:9]1.[CH3:24][N:25]([CH3:26])[CH:27]=[O:28].[H-:22].[Na+:23]>>[c:5]1([O:21][CH2:17][C:18]#[C:19][CH3:20])[n:6][s:7][c:8]([CH:10]2[CH:11]([CH3:16])[CH2:12][CH2:13][CH2:14][CH2:15]2)[n:9]1. Starting materials: C(C)OC(COC1=C(C=C(C=C1)SC1=CC(=CC(=C1)OC1=NC=CC=C1C(F)(F)F)Br)C)=O ({4-[3-Bromo-5-(3-trifluoromethyl-pyridin-2-yloxy)-phenylsulfanyl]-2-methyl-phenoxy}-acetic acid ethyl ester), C(#C)C1=CC=C(C=C1)S(=O)(=O)C (1-Ethynyl-4-methanesulfonyl-benzene), C(C)OC(COC1=C(C=C(C=C1)SC1=CC(=CC(=C1)C#CC1=CC=C(C=C1)CO)OCCC1=CC=C(C=C1)Cl)C)=O ({4-[3-[2-(4-Chloro-phenyl)-ethoxy]-5-(4-hydroxymethyl-phenylethynyl)phenylsulfanyl]-2-methyl-phenoxy}-acetic acid ethyl ester). Yields the product C(C)OC(COC1=C(C=C(C=C1)SC1=CC(=CC(=C1)OC1=NC=CC=C1C(F)(F)F)C#CC1=CC=C(C=C1)S(=O)(=O)C)C)=O ({4-[3-(4-Methanesulfonyl-phenylethynyl)-5-(3-trifluoromethyl-pyridin-2-yloxy)-phenylsulfanyl]-2-methyl-phenoxy}-acetic acid ethyl ester). RXN SMILES: [CH2:1]([O:3][C:4](=[O:33])[CH2:5][O:6][C:7]1[CH:12]=[CH:11][C:10]([S:13][C:14]2[CH:19]=[C:18]([O:20][C:21]3[C:26]([C:27]([F:30])([F:29])[F:28])=[CH:25][CH:24]=[CH:23][N:22]=3)[CH:17]=[C:16](Br)[CH:15]=2)=[CH:9][C:8]=1[CH3:32])[CH3:2].[C:34]([C:36]1[CH:41]=[CH:40][C:39]([S:42]([CH3:45])(=[O:44])=[O:43])=[CH:38][CH:37]=1)#[CH:35].C(OC(=O)COC1C=CC(SC2C=C(C#CC3C=CC(CO)=CC=3)C=C(OCCC3C=CC(Cl)=CC=3)C=2)=CC=1C)C>>[CH2:1]([O:3][C:4](=[O:33])[CH2:5][O:6][C:7]1[CH:12]=[CH:11][C:10]([S:13][C:14]2[CH:19]=[C:18]([O:20][C:21]3[C:26]([C:27]([F:30])([F:29])[F:28])=[CH:25][CH:24]=[CH:23][N:22]=3)[CH:17]=[C:16]([C:35]#[C:34][C:36]3[CH:37]=[CH:38][C:39]([S:42]([CH3:45])(=[O:44])=[O:43])=[CH:40][CH:41]=3)[CH:15]=2)=[CH:9][C:8]=1[CH3:32])[CH3:2]. Procedure details: The title product was prepared from {4-[3-Bromo-5-(3-trifluoromethyl-pyridin-2-yloxy)-phenylsulfanyl]-2-methyl-phenoxy}-acetic acid ethyl ester (250 mg; 0.46 mmol) and 1-Ethynyl-4-methanesulfonyl-benzene (249.2 mg; 1.38 mmol) applying the procedure described for {4-[3-[2-(4-Chloro-phenyl)-ethoxy]-5-(4-hydroxymethyl-phenylethynyl)phenylsulfanyl]-2-methyl-phenoxy}-acetic acid ethyl ester. The crude product was purified by preparative HPLC (method B). Yield: 197 mg (67%). HPLC-MS: m/z: 642.4 (M+H)+... RXN SMILES: [C:1]([O:2][C:3](=[O:4])[N:8]1[CH2:9][CH:10]([NH:14][c:15]2[n:16][cH:17][cH:18][c:19](-[c:21]3[c:22](-[c:29]4[cH:30][c:31]([C:35]([NH2:36])=[O:37])[cH:32][cH:33][cH:34]4)[n:23][c:24]4[s:25][cH:26][cH:27][n:28]34)[n:20]2)[CH2:11][CH2:12][CH2:13]1)([CH3:5])([CH3:6])[CH3:7].[CH3:39][CH2:40][O:41][C:42](=[O:43])[CH3:44].[ClH:38]>>[NH:8]1[CH2:9][CH:10]([NH:14][c:15]2[n:16][cH:17][cH:18][c:19](-[c:21]3[c:22](-[c:29]4[cH:30][c:31]([C:35]([NH2:36])=[O:37])[cH:32][cH:33][cH:34]4)[n:23][c:24]4[s:25][cH:26][cH:27][n:28]34)[n:20]2)[CH2:11][CH2:12][CH2:13]1. Product: NC(=O)c1cccc(-c2nc3sccn3c2-c2ccnc(NC3CCCNC3)n2)c1. Starting materials: CC(C)(C)OC(=O)N1CCCC(Nc2nccc(-c3c(-c4cccc(C(N)=O)c4)nc4sccn34)n2)C1, CCOC(C)=O, Cl.